From a dataset of the Open Reaction Database (ORD), a public repository of structured organic reaction records. describe an organic reaction: reactants, conditions, products, and yield As a reaction SMILES: [C:1]([C:4]1[CH:5]=[CH:6][C:7]2[O:12][C:11]([CH3:14])([CH3:13])[C@@H:10]([OH:15])[C@@H:9]([NH:16][C:17](=[O:26])[C:18]3[CH:23]=[CH:22][C:21]([F:24])=[C:20]([Cl:25])[CH:19]=3)[C:8]=2[CH:27]=1)(=[O:3])[CH3:2].O.FC(F)(F)C(O)=[O:32].FC(F)(F)C(OI(C1C=CC=CC=1)OC(=O)C(F)(F)F)=O>C(#N)C>[Cl:25][C:20]1[CH:19]=[C:18]([CH:23]=[CH:22][C:21]=1[F:24])[C:17]([NH:16][C@H:9]1[C:8]2[CH:27]=[C:4]([C:1](=[O:3])[CH2:2][OH:32])[CH:5]=[CH:6][C:7]=2[O:12][C:11]([CH3:14])([CH3:13])[C@H:10]1[OH:15])=[O:26]. Yields the product ClC=1C=C(C(=O)N[C@@H]2[C@@H](C(OC3=C2C=C(C=C3)C(CO)=O)(C)C)O)C=CC1F ((3S,4S)-4-(3-chloro-4-fluorobenzamido)-3,4-dihydro-2,2-dimethyl-3-hydroxy-6-(2-hydroxyacetyl)-2H-1-benzopyran). The yield is 23.5%. Solvent: C(C)#N (acetonitrile). Reported procedure: (3S,4S)-6-Acetyl-4-(3-chloro-4-fluorobenzamido)-3,4-dihydro-2,2-dimethyl-3-hydroxy-2H-1-benzopyran D4 (1.97 g, 5.0 mmol) (Example 17 of WO95/34545) was dissolved in acetonitrile (25 ml), water (5 ml) and trifluoroacetic acid (0.77 ml, 10.0 mmol). [Bis(trifluoroacetoxy)iodo]benzene (4.30 g, 10.0 mmol) was added and the reaction stirred under reflux for three hours. The reaction mixture was allowed to cool and the acetonitrile was removed in vacuo giving a yellow solid which was isolated by filtra... Reactants: FC(C(=O)OI(OC(C(F)(F)F)=O)C1=CC=CC=C1)(F)F ([Bis(trifluoroacetoxy)iodo]benzene), C(C)(=O)C=1C=CC2=C([C@@H]([C@@H](C(O2)(C)C)O)NC(C2=CC(=C(C=C2)F)Cl)=O)C1 ((3S,4S)-6-Acetyl-4-(3-chloro-4-fluorobenzamido)-3,4-dihydro-2,2-dimethyl-3-hydroxy-2H-1-benzopyran), FC(C(=O)O)(F)F (trifluoroacetic acid), O (water). The reactants are C1(CC1)C(CC(=O)C1=C(C2=C(SC=C2OC)C=C1)OC)=O (5-(3-cyclopropyl-1,3-dioxoprop-1-yl)-3,4-dimethoxybenzo[b]thiophene), C(OCC)(OCC)OCC (triethyl orthoformate), C(C)(=O)OC(C)=O (acetic anhydride). Solvent: C1(=CC=CC=C1)C (toluene). The product is C1(CC1)C(C(C(=O)C1=C(C2=C(SC=C2OC)C=C1)OC)=COCC)=O (5-(3-cyclopropyl-2-ethoxymethylene-1,3-dioxoprop-1-yl)-3,4-dimethoxybenzo[b]thiophene). RXN SMILES: [CH:1]1([C:4](=[O:21])[CH2:5][C:6]([C:8]2[CH:18]=[CH:17][C:11]3[S:12][CH:13]=[C:14]([O:15][CH3:16])[C:10]=3[C:9]=2[O:19][CH3:20])=[O:7])[CH2:3][CH2:2]1.[CH:22](OCC)(OCC)[O:23][CH2:24][CH3:25].C(OC(=O)C)(=O)C>C1(C)C=CC=CC=1>[CH:1]1([C:4](=[O:21])[C:5](=[CH:22][O:23][CH2:24][CH3:25])[C:6]([C:8]2[CH:18]=[CH:17][C:11]3[S:12][CH:13]=[C:14]([O:15][CH3:16])[C:10]=3[C:9]=2[O:19][CH3:20])=[O:7])[CH2:3][CH2:2]1. Reported procedure: A mixture of 5-(3-cyclopropyl-1,3-dioxoprop-1-yl)-3,4-dimethoxybenzo[b]thiophene (0.5 g) and triethyl orthoformate (0.73 g) was heated under reflux with acetic anhydride (10 ml) for 3 hours. After cooling and addition of toluene the solution was evaporated to dryness to yield 5-(3-cyclopropyl-2-ethoxymethylene-1,3-dioxoprop-1-yl)-3,4-dimethoxybenzo[b]thiophene as a red oil. Starting materials: ClC1=CC=C(C=C1)O (4-chlorophenol), ClC(=CC(CCCl)(C)C)Cl (1,1,5-trichloro-3,3-dimethyl-1-pentene), C([O-])([O-])=O.[K+].[K+] (potassium carbonate). The solvent is COCCOCCOC (diethylene glycol dimethyl ether), C(Cl)Cl (methylene chloride). Product: ClC1=CC=C(OCCC(C=C(Cl)Cl)(C)C)C=C1 (5-(4-chlorophenoxy)-1,1-dichloro-3,3-dimethyl-1-pentene). Yield: 86.0%. As a reaction SMILES: [Cl:1][C:2]1[CH:7]=[CH:6][C:5]([OH:8])=[CH:4][CH:3]=1.[Cl:9][C:10]([Cl:18])=[CH:11][C:12]([CH3:17])([CH3:16])[CH2:13][CH2:14]Cl.C(=O)([O-])[O-].[K+].[K+]>COCCOCCOC.C(Cl)Cl>[Cl:1][C:2]1[CH:7]=[CH:6][C:5]([O:8][CH2:14][CH2:13][C:12]([CH3:17])([CH3:16])[CH:11]=[C:10]([Cl:18])[Cl:9])=[CH:4][CH:3]=1 |f:2.3.4|. Reported procedure: 128 g (1 mol) of 4-chlorophenol, 201 g (1 mol) of 1,1,5-trichloro-3,3-dimethyl-1-pentene (II) and 138 g (1 mol) of potassium carbonate in 1 liter of diethylene glycol dimethyl ether are heated under reflux for 10 hours. The mixture is then diluted with methylene chloride and extracted by shaking several times with water. The organic phase is freed of solvent on a rotary evaporator and then distilled at a boiling point of 135°-140° C./0.1 mbar. 252 g (0.86 mol, which is 86% of theory) of 5-(4-chl... Starting materials: COC(=O)C(Cc1c[nH]c2ccccc12)NC(=O)C(c1ccc2c(c1)OCO2)C(O)C1CCCCC1, CO, [Na+], [OH-]. Product: O=C(O)C(Cc1c[nH]c2ccccc12)NC(=O)C(c1ccc2c(c1)OCO2)C(O)C1CCCCC1. As a reaction SMILES: [CH3:1][O:2][C:3]([CH:4]([NH:5][C:6]([CH:7]([CH:8]([OH:9])[CH:10]1[CH2:11][CH2:12][CH2:13][CH2:14][CH2:15]1)[c:16]1[cH:17][c:18]2[c:19]([cH:20][cH:21]1)[O:22][CH2:23][O:24]2)=[O:25])[CH2:26][c:27]1[cH:28][nH:29][c:30]2[cH:31][cH:32][cH:33][cH:34][c:35]12)=[O:36].[CH3:39][OH:40].[Na+:38].[OH-:37]>>[O:2]=[C:3]([CH:4]([NH:5][C:6]([CH:7]([CH:8]([OH:9])[CH:10]1[CH2:11][CH2:12][CH2:13][CH2:14][CH2:15]1)[c:16]1[cH:17][c:18]2[c:19]([cH:20][cH:21]1)[O:22][CH2:23][O:24]2)=[O:25])[CH2:26][c:27]1[cH:28][nH:29][c:30]2[cH:31][cH:32][cH:33][cH:34][c:35]12)[OH:36]. Starting materials: Cl.NC1[C@@H]2N(C(=C(CS2)Cl)C(=O)OCC2=CC=C(C=C2)[N+](=O)[O-])C1=O (p-nitrobenzyl 7-amino-3-chloro-3-cephem-4-carboxylate hydrochloride), CN(C)C=O (DMF), P(Cl)(Cl)Cl (phosphorus trichloride). The solvent is C([O-])(O)=O.[Na+] (sodium bicarbonate), C(C)(=O)OCC (ethyl acetate). Run at time 2 day. Product: Cl.CN(C)C=N[C@H]1[C@@H]2N(C(=C(CS2)Cl)C(=O)OCC2=CC=C(C=C2)[N+](=O)[O-])C1=O (p-Nitrobenzyl 7β-[(dimethylaminomethylene)amino]-3-chloro-3-cephem-4-carboxylate hydrochloride). Isolated yield 67.0%. Reaction SMILES: Cl.[NH2:2][CH:3]1[C:24](=[O:25])[N:5]2[C:6]([C:11]([O:13][CH2:14][C:15]3[CH:20]=[CH:19][C:18]([N+:21]([O-:23])=[O:22])=[CH:17][CH:16]=3)=[O:12])=[C:7]([Cl:10])[CH2:8][S:9][C@H:4]12.[CH3:26][N:27]([CH:29]=O)[CH3:28].P(Cl)(Cl)Cl>C(=O)(O)[O-].[Na+].C(OCC)(=O)C>[ClH:10].[CH3:26][N:27]([CH:29]=[N:2][C@@H:3]1[C:24](=[O:25])[N:5]2[C:6]([C:11]([O:13][CH2:14][C:15]3[CH:16]=[CH:17][C:18]([N+:21]([O-:23])=[O:22])=[CH:19][CH:20]=3)=[O:12])=[C:7]([Cl:10])[CH2:8][S:9][C@H:4]12)[CH3:28] |f:0.1,4.5,7.8|. Procedure details: To a solution of 12.8 g. (31.5 mmole) of p-nitrobenzyl 7-amino-3-chloro-3-cephem-4-carboxylate hydrochloride in 115 ml. of dry DMF were added with stirring 10.4 g (6.5 ml., 72 mmole) of phosphorus trichloride. The reaction mixture was stirred at room temperature for about 2 days and was then dispersed in a mixture of 5% aqueous sodium bicarbonate and ethyl acetate. The organic layer was separated and treated with 1 N hydrochloric acid. The title compound precipitated from solution and was filter... Starting materials: product, [SeH]C1=C([Se]C=C1)[SeH] (dihydroselenoselenophene), Na2Se, Na2Se, [Se]1CCC2=C1C=CC=C2 (dihydrobenzoselenophene), product, [BH4-].[Na+] (sodium borohydride), [Se] (selenium), Na2Se, ClCC=1[Se]C(=CC1CCl)C(=O)OC (2,3-bischloromethyl-5-carbomethoxyselenophene), OO (H2O2), NaHSe, [SeH]C1=C([Se]C=C1)[SeH] (dihydroselenoselenophene), [SeH]C1=C([Se]C=C1)[SeH] (dihydroselenoselenophene), BrC=1[Se]C(=C2SC(=CC21)C(=O)OC(CCCCC)CC)Br (ethylhexyl 4,6-dibromoselenolo[3,4-b]thiophene carboxylate). The solvent is C1CCOC1 (THF), C1=CC=CC=C1 (benzene), O (water), C(C)O (ethanol). The product is [Se-2].[Na+].[Na+] (Sodium selenide), N-selenoxide, C(C)(=O)OC(C)=O (acetic anhydride). The yield is 73.0%. As a reaction SMILES: BrC1[Se:3]C(Br)=C2C=1C=[C:7]([C:10]([O:12][CH:13]([CH2:19]C)CCCCC)=[O:11])S2.[BH4-].[Na+:23].[Se].ClCC1[Se]C(C(OC)=[O:35])=CC=1CCl.[SeH]C1C=C[Se]C=1[SeH].[Se]1C2C=CC=CC=2CC1.OO>C1C=CC=CC=1.C1COCC1.O.C(O)C>[Se-2:3].[Na+:23].[Na+:23].[C:13]([O:12][C:10](=[O:11])[CH3:7])(=[O:35])[CH3:19] |f:1.2,12.13.14,^3:23|. Reported procedure: The approach used for the synthesis of ethylhexyl 4,6-dibromoselenolo[3,4-b]thiophene carboxylate monomer 7 is based on a modified reported procedure (Scheme 1). Sodium selenide was prepared by slow addition of sodium borohydride to a mixture of selenium powder in a basic aqueous solution. The resulted colorless aqueous Na2Se solution was added dropwise into an ethanolic solution of 2,3-bischloromethyl-5-carbomethoxyselenophene 1 over 30 minutes to produce the dimer of 2 in 73% yield as the only... Starting materials: BrC1=CC(=C(C=C1[N+](=O)[O-])O)C1CCCCC1 (4-bromo-2-cyclohexyl-5-nitro-phenol), C(=O)([O-])[O-].[Cs+].[Cs+] (Cs2CO3), C(C1=CC=CC=C1)Br (benzyl bromide). Run in CN(C)C=O (DMF). Reaction conditions: time 2 hour. Product: C(C1=CC=CC=C1)OC1=C(C=C(C(=C1)[N+](=O)[O-])Br)C1CCCCC1 (1-(benzyloxy)-4-bromo-2-cyclohexyl-5-nitrobenzene). Yield: 86.5%. Reaction SMILES: [Br:1][C:2]1[C:7]([N+:8]([O-:10])=[O:9])=[CH:6][C:5]([OH:11])=[C:4]([CH:12]2[CH2:17][CH2:16][CH2:15][CH2:14][CH2:13]2)[CH:3]=1.C([O-])([O-])=O.[Cs+].[Cs+].[CH2:24](Br)[C:25]1[CH:30]=[CH:29][CH:28]=[CH:27][CH:26]=1>CN(C=O)C>[CH2:24]([O:11][C:5]1[CH:6]=[C:7]([N+:8]([O-:10])=[O:9])[C:2]([Br:1])=[CH:3][C:4]=1[CH:12]1[CH2:17][CH2:16][CH2:15][CH2:14][CH2:13]1)[C:25]1[CH:30]=[CH:29][CH:28]=[CH:27][CH:26]=1 |f:1.2.3|. Procedure: To a solution of 4-bromo-2-cyclohexyl-5-nitro-phenol (1.19 g, 4.0 mmol) and Cs2CO3 (1.54 g, 4.72 mmol) in DMF (10 mL) was added benzyl bromide (1.02 g, 707 μL, 6.0 mmol) dropwise. The reaction mixture was stirred at room temperature under an inert atmosphere for 2 h. The reaction was quenched with water and the aqueous layer was extracted with EtOAc (3×10 mL). The combined organic layer was dried over Na2SO4, filtered and concentrated. The residue was purified by silica gel column chromatography... Reactants: CCO, ClC(Cl)Cl, COc1cc2c3c(c1)c(Cl)c(C(=O)N1CCc4ccccc41)c(=O)n3CCO2, N. The product is COc1cc2c3c(c1)c(N)c(C(=O)N1CCc4ccccc41)c(=O)n3CCO2. As a reaction SMILES: [CH3:30][CH2:31][OH:32].[CH:33]([Cl:34])([Cl:35])[Cl:36].[Cl:1][c:2]1[c:3]([C:18](=[O:19])[N:20]2[CH2:21][CH2:22][c:23]3[cH:24][cH:25][cH:26][cH:27][c:28]32)[c:4](=[O:17])[n:5]2[c:10]3[c:9]([cH:14][c:13]([O:15][CH3:16])[cH:12][c:11]13)[O:8][CH2:7][CH2:6]2.[NH3:29]>>[c:2]1([NH2:29])[c:3]([C:18](=[O:19])[N:20]2[CH2:21][CH2:22][c:23]3[cH:24][cH:25][cH:26][cH:27][c:28]32)[c:4](=[O:17])[n:5]2[c:10]3[c:9]([cH:14][c:13]([O:15][CH3:16])[cH:12][c:11]13)[O:8][CH2:7][CH2:6]2. Reactants: [Li][Li] (dilithium), C1(=CC=CC=C1)C (toluene), [Cl-].[Ti+4].[Cl-].[Cl-].[Cl-] (titanium chloride). Reaction conditions: temperature -78 celsius, time 30 hour. Product: [Cl-].[Cl-].[CH-]1C=CC=C1.[CH-]1C=CC=C1.[Ti+2] (titanocene dichioride). The yield is 13.0%. RXN SMILES: [Li][Li].[Cl-:3].[Ti+4:4].[Cl-].[Cl-].[Cl-].[C:8]1([CH3:14])[CH:13]=[CH:12][CH:11]=CC=1>>[Cl-:3].[Cl-:3].[CH-:11]1[CH:12]=[CH:13][CH:8]=[CH:14]1.[CH-:11]1[CH:12]=[CH:13][CH:8]=[CH:14]1.[Ti+2:4] |f:1.2.3.4.5,7.8.9.10.11|. Reported procedure: A suspension of 5.46 g (17.5 mmol) of the dilithium etherate (Example 2) in 200 ml of toluene is cooled to -78° C., and 3.3 g (17.5 mmol) of titanium chloride are added. The reaction solution immediately becomes a dark red color. The mixture is stirred at room temperature for 30 hours, insoluble constituents are removed by filtration through a frit, and the dark-red toluene phase is evaporated to dryness in an oil-pump vacuum. Repeated washing with pentane gives 1.85 g of the titanocene dichiori...